describe an organic reaction: reactants, conditions, products, and yield From a dataset of the Open Reaction Database (ORD), a public repository of structured organic reaction records. Starting materials: C1CCOC1, COc1ccc(P2(=S)SP(=S)(c3ccc(OC)cc3)S2)cc1, O=C1Nc2ccccc2C2CCCC12F. Yields the product FC12CCCC1c1ccccc1NC2=S. As a reaction SMILES: [CH2:38]1[O:39][CH2:40][CH2:41][CH2:42]1.[CH3:16][O:17][c:18]1[cH:19][cH:20][c:21]([P:22]2(=[S:25])[S:23][P:24]([c:26]3[cH:27][cH:28][c:29]([O:30][CH3:31])[cH:32][cH:33]3)(=[S:34])[S:35]2)[cH:36][cH:37]1.[F:1][C:2]12[C:3](=[O:15])[NH:4][c:5]3[cH:6][cH:7][cH:8][cH:9][c:10]3[CH:11]1[CH2:12][CH2:13][CH2:14]2>>[F:1][C:2]12[C:3](=[S:25])[NH:4][c:5]3[cH:6][cH:7][cH:8][cH:9][c:10]3[CH:11]1[CH2:12][CH2:13][CH2:14]2.